From a dataset of the Open Reaction Database (ORD), a public repository of structured organic reaction records. describe an organic reaction: reactants, conditions, products, and yield The reactants are FC1=NC(=C2N=CN(C2=N1)C(C)C)NCC=1C=NC=CC1 ((2-fluoro-9-isopropyl-9H-purin-6-yl)-pyridin-3-ylmethyl-amine), CCN(C(C)C)C(C)C (DIEA), N[C@H](C(CC)O)CC ((3RS,4S)-4-amino-hexan-3-ol). The solvent is CCCCO.CS(=O)C (n-BuOH DMSO). Reaction conditions: time 72 hour. The product is C(C)(C)N1C2=NC(=NC(=C2N=C1)NCC=1C=NC=CC1)N[C@H](C(CC)O)CC ((3RS, 4S)-4-{9-Isopropyl-6-[(pyridin-3-ylmethyl)-amino]-9H-purin-2-ylamino}-hexan-3-ol). RXN SMILES: F[C:2]1[N:10]=[C:9]2[C:5]([N:6]=[CH:7][N:8]2[CH:11]([CH3:13])[CH3:12])=[C:4]([NH:14][CH2:15][C:16]2[CH:17]=[N:18][CH:19]=[CH:20][CH:21]=2)[N:3]=1.CCN(C(C)C)C(C)C.[NH2:31][C@@H:32]([CH2:37][CH3:38])[CH:33]([OH:36])[CH2:34][CH3:35]>CCCCO.CS(C)=O>[CH:11]([N:8]1[CH:7]=[N:6][C:5]2[C:9]1=[N:10][C:2]([NH:31][C@@H:32]([CH2:37][CH3:38])[CH:33]([OH:36])[CH2:34][CH3:35])=[N:3][C:4]=2[NH:14][CH2:15][C:16]1[CH:17]=[N:18][CH:19]=[CH:20][CH:21]=1)([CH3:13])[CH3:12] |f:3.4|. Reported procedure: To a stirred solution of (2-fluoro-9-isopropyl-9H-purin-6-yl)-pyridin-3-ylmethyl-amine (20 mg, 1 eq, 0.07 mmol) in n-BuOH/DMSO (3.75 mL, 4:1) at room temperature under an argon atmosphere was added DIEA (0.18 mL, 15 eq, 1.03 mmol) followed by (3RS,4S)-4-amino-hexan-3-ol (110 mg, 13 eq, 0.94 mmol). The reaction mixture was placed in a preheated oil bath at 140° C. and stirred at this temperature for 72 h. The reaction mixture was allowed to cool to room temperature and the solvent was evaporated ...